Dataset: the Open Reaction Database (ORD), a public repository of structured organic reaction records. Task: describe an organic reaction: reactants, conditions, products, and yield Starting materials: CS(C)=O, CCN(C(C)C)C(C)C, O, c1ccc(-c2nsc(N3CCNCC3)n2)cc1, O=C(Nc1nncs1)OCC(Cl)(Cl)Cl. Product: O=C(Nc1nncs1)N1CCN(c2nc(-c3ccccc3)ns2)CC1. Reaction SMILES: [CH3:42][S:43]([CH3:44])=[O:45].[CH:32]([N:33]([CH:34]([CH3:35])[CH3:36])[CH2:37][CH3:38])([CH3:39])[CH3:40].[OH2:41].[c:15]1(-[c:21]2[n:22][s:23][c:24]([N:26]3[CH2:27][CH2:28][NH:29][CH2:30][CH2:31]3)[n:25]2)[cH:16][cH:17][cH:18][cH:19][cH:20]1.[s:1]1[c:2]([NH:6][C:7]([O:8][CH2:9][C:10]([Cl:11])([Cl:12])[Cl:13])=[O:14])[n:3][n:4][cH:5]1>>[s:1]1[c:2]([NH:6][C:7](=[O:14])[N:29]2[CH2:28][CH2:27][N:26]([c:24]3[s:23][n:22][c:21](-[c:15]4[cH:16][cH:17][cH:18][cH:19][cH:20]4)[n:25]3)[CH2:31][CH2:30]2)[n:3][n:4][cH:5]1. Starting materials: CC(C)CC(Nc1ccc(-c2ccc(N3CCN(C(=O)OC(C)(C)C)CC3)cc2)cc1)C(=O)NCC#N, CC1(CC(Sc2ccc(-c3ccc(N4CCN(C(=O)OC(C)(C)C)CC4)cc3)cc2)C(=O)NCC#N)CC1, CCOC(C)=O. The product is CC1(CC(Sc2ccc(-c3ccc(N4CCNCC4)cc3)cc2)C(=O)NCC#N)CC1. RXN SMILES: [C:1]([CH2:2][NH:3][C:4]([CH:5]([NH:6][c:7]1[cH:8][cH:9][c:10](-[c:11]2[cH:12][cH:13][c:14]([N:15]3[CH2:16][CH2:17][N:18]([C:19]([O:20][C:21]([CH3:22])([CH3:23])[CH3:24])=[O:25])[CH2:26][CH2:27]3)[cH:28][cH:29]2)[cH:30][cH:31]1)[CH2:32][CH:33]([CH3:34])[CH3:35])=[O:36])#[N:37].[C:38](#[N:39])[CH2:40][NH:41][C:42]([CH:43]([CH2:44][C:45]1([CH3:48])[CH2:46][CH2:47]1)[S:49][c:50]1[cH:51][cH:52][c:53](-[c:56]2[cH:57][cH:58][c:59]([N:62]3[CH2:63][CH2:64][N:65]([C:68]([O:69][C:70]([CH3:71])([CH3:72])[CH3:73])=[O:74])[CH2:66][CH2:67]3)[cH:60][cH:61]2)[cH:54][cH:55]1)=[O:75].[CH3:76][CH2:77][O:78][C:79]([CH3:80])=[O:81]>>[C:38](#[N:39])[CH2:40][NH:41][C:42]([CH:43]([CH2:44][C:45]1([CH3:48])[CH2:46][CH2:47]1)[S:49][c:50]1[cH:51][cH:52][c:53](-[c:56]2[cH:57][cH:58][c:59]([N:62]3[CH2:63][CH2:64][NH:65][CH2:66][CH2:67]3)[cH:60][cH:61]2)[cH:54][cH:55]1)=[O:75]. Reactants: Br.O1C(CCC=C1)CNC1C(C2=CC=C(C(=C2CC1)O)O)=O (2-(3,4-dihydro-2H-pyran-2-yl)methylamino-5,6-dihydroxy-3,4-dihydro-1(2H)-naphthalenone hydrobromide), [H][H] (hydrogen). The reagents and catalysts are [Pd] (palladium-on-carbon). The solvent is O (water). The product is Br.O1C(CCCC1)CNC1C(C2=CC=C(C(=C2CC1)O)O)O (2-(tetrahydropyran-2-yl)methylamino-1,5,6-trihydroxy-1,2,3,4-tetrahydronaphthalene hydrobromide). Reaction SMILES: [BrH:1].[O:2]1[CH:7]=[CH:6][CH2:5][CH2:4][CH:3]1[CH2:8][NH:9][CH:10]1[CH2:19][CH2:18][C:17]2[C:12](=[CH:13][CH:14]=[C:15]([OH:21])[C:16]=2[OH:20])[C:11]1=[O:22].[H][H]>[Pd].O>[BrH:1].[O:2]1[CH2:7][CH2:6][CH2:5][CH2:4][CH:3]1[CH2:8][NH:9][CH:10]1[CH2:19][CH2:18][C:17]2[C:12](=[CH:13][CH:14]=[C:15]([OH:21])[C:16]=2[OH:20])[CH:11]1[OH:22] |f:0.1,5.6|. Procedure details: In the presence of 2 parts of 5 % palladium-on-carbon, 2 parts of 2-(3,4-dihydro-2H-pyran-2-yl)methylamino-5,6-dihydroxy-3,4-dihydro-1(2H)-naphthalenone hydrobromide is catalytically reduced in 50 volume parts of water at ordinary temperature and pressure until no more hydrogen is absorbed. The catalyst is filtered off and the filtrate is freeze-dried. The above procedure yields 2 parts of 2-(tetrahydropyran-2-yl)methylamino-1,5,6-trihydroxy-1,2,3,4-tetrahydronaphthalene hydrobromide as colorles... The reactants are CNC(=O)c1c2cc(OC)c(N(CCO[Si](C)(C)C(C)(C)C)S(C)(=O)=O)cc2nn1-c1ccc(F)cc1, CO, [F-], [NH4+], O. Product: CNC(=O)c1c2cc(OC)c(N(CCO)S(C)(=O)=O)cc2nn1-c1ccc(F)cc1. Reaction SMILES: [C:1]([Si:2]([CH3:3])([CH3:4])[O:6][CH2:7][CH2:8][N:9]([c:10]1[c:11]([O:30][CH3:31])[cH:12][c:13]2[c:14]([C:26](=[O:27])[NH:28][CH3:29])[n:15](-[c:19]3[cH:20][cH:21][c:22]([F:25])[cH:23][cH:24]3)[n:16][c:17]2[cH:18]1)[S:32](=[O:33])(=[O:34])[CH3:35])([CH3:5])([CH3:36])[CH3:37].[CH3:41][OH:42].[F-:38].[NH4+:39].[OH2:40]>>[OH:6][CH2:7][CH2:8][N:9]([c:10]1[c:11]([O:30][CH3:31])[cH:12][c:13]2[c:14]([C:26](=[O:27])[NH:28][CH3:29])[n:15](-[c:19]3[cH:20][cH:21][c:22]([F:25])[cH:23][cH:24]3)[n:16][c:17]2[cH:18]1)[S:32](=[O:33])(=[O:34])[CH3:35].